This data is from the Open Reaction Database (ORD), a public repository of structured organic reaction records. The task is: describe an organic reaction: reactants, conditions, products, and yield Reactants: ClC1=CC=C(NCC2=CC=C(OC(C(=O)OCC)(C)C)C=C2)C=C1 (ethyl 2-[4-(4-chloroanilinomethyl)phenoxy]-2-methylpropionate), [H-].[Al+3].[Li+].[H-].[H-].[H-] (lithium aluminum hydride), [Cl-].[NH4+] (ammonium chloride), resultant mixture. The solvent is CCOCC (ether), CCOCC (ether). Product: ClC1=CC=C(NCC2=CC=C(OC(CO)(C)C)C=C2)C=C1 (2-[4-(4-chloroanilinomethyl)phenoxy]-2-methylpropanol). Yield: 79.6%. RXN SMILES: [Cl:1][C:2]1[CH:24]=[CH:23][C:5]([NH:6][CH2:7][C:8]2[CH:22]=[CH:21][C:11]([O:12][C:13]([CH3:20])([CH3:19])[C:14](OCC)=[O:15])=[CH:10][CH:9]=2)=[CH:4][CH:3]=1.[H-].[Al+3].[Li+].[H-].[H-].[H-].[Cl-].[NH4+]>CCOCC>[Cl:1][C:2]1[CH:24]=[CH:23][C:5]([NH:6][CH2:7][C:8]2[CH:22]=[CH:21][C:11]([O:12][C:13]([CH3:20])([CH3:19])[CH2:14][OH:15])=[CH:10][CH:9]=2)=[CH:4][CH:3]=1 |f:1.2.3.4.5.6,7.8|. Reported procedure: A solution of 5 g of ethyl 2-[4-(4-chloroanilinomethyl)phenoxy]-2-methylpropionate in 50 ml of ether is dropwise added to a suspension of 775 mg of lithium aluminum hydride in 50 ml of anhydrous ether under 10° C. with stirring and the mixture is stirred for 2 hours at the same temperature. To the resultant mixture is dropwise added 60 ml of 10% ammonium chloride aqueous solution at 5° to 10° C. An insoluble material is filtered off and the ether layer is separated. The aqueous layer is further ...